Dataset: the Open Reaction Database (ORD), a public repository of structured organic reaction records. Task: describe an organic reaction: reactants, conditions, products, and yield Starting materials: C(C)(C)(C)C1=CC=C2C(CCOC2=C1)=O (7-tert-Butyl-chroman-4-one), Cl.CON (methoxyamine hydrochloride). The solvent is N1=CC=CC=C1 (pyridine). Conditions: time 16 hour. Yields the product CON=C1CCOC2=CC(=CC=C12)C(C)(C)C (7-tert-Butyl-chroman-4-one O-methyl-oxime). The yield is 89.8%. RXN SMILES: [C:1]([C:5]1[CH:14]=[C:13]2[C:8]([C:9](=O)[CH2:10][CH2:11][O:12]2)=[CH:7][CH:6]=1)([CH3:4])([CH3:3])[CH3:2].Cl.[CH3:17][O:18][NH2:19]>N1C=CC=CC=1>[CH3:17][O:18][N:19]=[C:9]1[C:8]2[C:13](=[CH:14][C:5]([C:1]([CH3:4])([CH3:3])[CH3:2])=[CH:6][CH:7]=2)[O:12][CH2:11][CH2:10]1 |f:1.2|. Procedure: The product of Example 1A (1.50 g, 7.3 mmol) and methoxyamine hydrochloride (0.69 g, 8 mmol) were dissolved in 7 mL of pyridine. The reaction mixture was stirred at ambient temperature for 16 hours, and the pyridine removed under reduced pressure. The residue was taken in diethyl ether and sequentially washed with water and 1N aqueous hydrochloric acid. The isolated organic layer was then dried with magnesium sulfate, filtered and the solvent removed under reduced pressure to give 1.53 g of the ... Starting materials: C1(OC(CC2=CC=CC=C12)=O)=O (isochroman-1,3-dione), NCCCNCCCN (N,N-bis-(3-amino-propyl)-amine). Yields the product O=C1N(C(CC2=CC=CC=C12)=O)CCCNCCCN1C(C2=CC=CC=C2CC1=O)=O (N,N-Bis-[3-(3,4-dihydro-1,3-dioxo-2(1H)-isoquinolyl)-propyl]-amine). RXN SMILES: [C:1]1(=[O:12])[C:10]2[C:5](=[CH:6][CH:7]=[CH:8][CH:9]=2)[CH2:4][C:3](=[O:11])O1.[NH2:13][CH2:14][CH2:15][CH2:16][NH:17][CH2:18][CH2:19][CH2:20][NH2:21]>>[O:12]=[C:1]1[C:10]2[C:5](=[CH:6][CH:7]=[CH:8][CH:9]=2)[CH2:4][C:3](=[O:11])[N:13]1[CH2:14][CH2:15][CH2:16][NH:17][CH2:18][CH2:19][CH2:20][N:21]1[C:3](=[O:11])[CH2:4][C:5]2[C:10](=[CH:9][CH:8]=[CH:7][CH:6]=2)[C:1]1=[O:12]. Reported procedure: N,N-Bis-[3-(3,4-dihydro-1,3-dioxo-2(1H)-isoquinolyl)-propyl]-amine was prepared analogous to Example 30 from 2.44 gm of isochroman-1,3-dione and N,N-bis-(3-amino-propyl)-amine. The hydrochloride was precipitated from acetone with ethereal hydrochloric acid. M.p. of the hydrochloride: 135° -140° C; yield: 0.17 gm (2.5% of the theory). The reactants are C(=O)(OC(C)(C)C)N1CCN(CC1)C(=O)NC1=C(C(=O)OC)C=CC=C1 (methyl 2-[4-Boc-piperazine-1-ylcarbonyl]aminobenzoate), [OH-].[Na+] (sodium hydroxide). The solvent is CO (methanol). Reaction conditions: time 45 minute. Product: C(=O)(OC(C)(C)C)N1CCN(CC1)C(=O)NC1=C(C(=O)O)C=CC=C1 (2-[4-boc-Piperazine-1-ylcarbonyl]aminobenzoic Acid). The yield is 86.7%. Reaction SMILES: [C:1]([N:8]1[CH2:13][CH2:12][N:11]([C:14]([NH:16][C:17]2[CH:26]=[CH:25][CH:24]=[CH:23][C:18]=2[C:19]([O:21]C)=[O:20])=[O:15])[CH2:10][CH2:9]1)([O:3][C:4]([CH3:7])([CH3:6])[CH3:5])=[O:2].[OH-].[Na+]>CO>[C:1]([N:8]1[CH2:13][CH2:12][N:11]([C:14]([NH:16][C:17]2[CH:26]=[CH:25][CH:24]=[CH:23][C:18]=2[C:19]([OH:21])=[O:20])=[O:15])[CH2:10][CH2:9]1)([O:3][C:4]([CH3:7])([CH3:6])[CH3:5])=[O:2] |f:1.2|. Procedure details: To a stirring solution of methyl 2-[4-Boc-piperazine-1-ylcarbonyl]aminobenzoate (2.42 g, 6.7 mmol) in methanol (15 mL) was added 5 N sodium hydroxide (15 mL). After 45 min, the solution was partially concentrated in vacuo to a volume of about 10 mL and the solution was diluted with water and washed with diethyl ether. The aqueous phase was then acidified with conc HCl and extracted with ethyl acetate. The ethyl acetate solution was then washed with brine, dried with MgSO4, filtered and concentra... The reactants are COC(=O)C1=C(C2=CC3=CC=C(C=C3N2N(C1=O)CC1=CC=C(C=C1)F)C(F)(F)F)O (4-(4-fluoro-benzyl)-1-hydroxy-3-oxo-6-trifluoromethyl-3,4-dihydro-4,4a-diaza-fluorene-2-carboxylic acid methyl ester), N[C@@H](C)C(=O)O (L-alanine), C[O-].[Na+] (sodium methoxide). Run in COCCO (2-methoxyethanol). The product is FC1=CC=C(CN2C(C(=C(C3=CC4=CC=C(C=C4N23)C(F)(F)F)O)C(=O)N[C@H](C(=O)O)C)=O)C=C1 (2-(S)-{[4-(4-Fluoro-benzyl)-1-hydroxy-3-oxo-6-trifluoromethyl-3,4-dihydro-4,4a-diaza-fluorene-2-carbonyl]-amino}-propionic acid). Isolated yield 30.1%. RXN SMILES: CO[C:3]([C:5]1[C:17](=[O:18])[N:16]([CH2:19][C:20]2[CH:25]=[CH:24][C:23]([F:26])=[CH:22][CH:21]=2)[N:15]2[C:7](=[CH:8][C:9]3[C:14]2=[CH:13][C:12]([C:27]([F:30])([F:29])[F:28])=[CH:11][CH:10]=3)[C:6]=1[OH:31])=[O:4].[NH2:32][C@H:33]([C:35]([OH:37])=[O:36])[CH3:34].C[O-].[Na+]>COCCO>[F:26][C:23]1[CH:22]=[CH:21][C:20]([CH2:19][N:16]2[N:15]3[C:7](=[CH:8][C:9]4[C:14]3=[CH:13][C:12]([C:27]([F:30])([F:28])[F:29])=[CH:11][CH:10]=4)[C:6]([OH:31])=[C:5]([C:3]([NH:32][C@@H:33]([CH3:34])[C:35]([OH:37])=[O:36])=[O:4])[C:17]2=[O:18])=[CH:25][CH:24]=1 |f:2.3|. Procedure: A mixture of 4-(4-fluoro-benzyl)-1-hydroxy-3-oxo-6-trifluoromethyl-3,4-dihydro-4,4a-diaza-fluorene-2-carboxylic acid methyl ester (compound 43 d) (100 mg, 0.23 mmol), L-alanine (205 mg, 2.3 mmol) and sodium methoxide (99 mg, 1.84 mmol) in 2-methoxyethanol (3.5 mL) was microwaved at 150° C. for 2 h and concentrated. Residue was dissolved in water (80 mL), acidified to pH=3-4 using 1 N HCl solution and extracted with EtOAc. Organic layer was washed with brine, dried over MgSO4, filtered and concen... The reactants are Cl.NC1(CCCC1)CCl (1-amino-1-(chloromethyl)cyclopentane HCl salt), CC=1C=C(C=CC1[N+](=O)[O-])N=C=S (3-methyl-4-nitrophenyl isothiocyanate). The product is CC=1C=C(C=CC1[N+](=O)[O-])N=C1NC2(CS1)CCCC2 (2-(3-methyl-4-nitrophenylimino)-3-thia-1-azaspiro[4.4]nonane). Reaction SMILES: Cl.[NH2:2][C:3]1([CH2:8]Cl)[CH2:7][CH2:6][CH2:5][CH2:4]1.[CH3:10][C:11]1[CH:12]=[C:13]([N:20]=[C:21]=[S:22])[CH:14]=[CH:15][C:16]=1[N+:17]([O-:19])=[O:18]>>[CH3:10][C:11]1[CH:12]=[C:13]([N:20]=[C:21]2[S:22][CH2:8][C:3]3([CH2:7][CH2:6][CH2:5][CH2:4]3)[NH:2]2)[CH:14]=[CH:15][C:16]=1[N+:17]([O-:19])=[O:18] |f:0.1|. Reported procedure: 3-Methyl-4-nitroaniline was converted to 3-methyl-4-nitrophenyl isothiocyanate according to Method A2a, Step 3. 1-Amino-1-(hydroxymethyl)cyclopentane was synthesized as described in Method B1c. The 2-hydroxyethylamine was reacted with SOCl2 according to Method B7a to give 1-amino-1-(chloromethyl)cyclopentane HCl salt. The 2-chloroethylamine was reacted with 3-methyl-4-nitrophenyl isothiocyanate according to Method C1a to give 2-(3-methyl-4-nitrophenylimino)-3-thia-1-azaspiro[4.4]nonane. The thia... The reactants are ClC=1C=C(C=CC1Cl)S(=O)(=O)N1[C@@H](C(NC=C1)=O)CC#C ((R)-4-(3,4-dichlorophenylsulfonyl)-3-(prop-2-ynyl)-3,4-dihydropyrazin-2(1H)-one), N(=[N+]=[N-])[C@@H]1CCCC=2C=3CCN(CC3C=CC21)C(C(F)(F)F)=O ((R)-1-(7-azido-1,2,7,8,9,10-hexahydrobenzo[f]isoquinolin-3(4H)-yl)-2,2,2-trifluoroethanone), (+)-sodium 1-ascorbate. Reagents/catalysts: O.O.O.O.O.S(=O)(=O)([O-])[O-].[Cu+2] (copper(2+) sulfate, pentahydrate). Solvent: CCOC(=O)C (EtOAc), O1CCOCC1 (dioxane), CC(C)(C)O (t-BuOH), O (water), O (water). Reaction conditions: time 16 hour. Product: ClC=1C=C(C=CC1Cl)S(=O)(=O)N1[C@@H](C(NC=C1)=O)CC=1N=NN(C1)[C@@H]1CCCC=2C=3CCN(CC3C=CC21)C(C(F)(F)F)=O ((R)-4-(3,4-dichlorophenylsulfonyl)-3-((1-((R)-3-(2,2,2-trifluoroacetyl)-1,2,3,4,7,8,9,10-octahydrobenzo[f]isoquinolin-7-yl)-1H-1,2,3-triazol-4-yl)methyl)-3,4-dihydropyrazin-2(1H)-one). Reaction SMILES: [Cl:1][C:2]1[CH:3]=[C:4]([S:9]([N:12]2[CH:17]=[CH:16][NH:15][C:14](=[O:18])[C@H:13]2[CH2:19][C:20]#[CH:21])(=[O:11])=[O:10])[CH:5]=[CH:6][C:7]=1[Cl:8].[N:22]([C@H:25]1[C:38]2[CH:37]=[CH:36][C:35]3[CH2:34][N:33]([C:39](=[O:44])[C:40]([F:43])([F:42])[F:41])[CH2:32][CH2:31][C:30]=3[C:29]=2[CH2:28][CH2:27][CH2:26]1)=[N+:23]=[N-:24]>O1CCOCC1.CC(O)(C)C.O.CCOC(C)=O.O.O.O.O.O.S([O-])([O-])(=O)=O.[Cu+2]>[Cl:1][C:2]1[CH:3]=[C:4]([S:9]([N:12]2[CH:17]=[CH:16][NH:15][C:14](=[O:18])[C@H:13]2[CH2:19][C:20]2[N:24]=[N:23][N:22]([C@H:25]3[C:38]4[CH:37]=[CH:36][C:35]5[CH2:34][N:33]([C:39](=[O:44])[C:40]([F:41])([F:43])[F:42])[CH2:32][CH2:31][C:30]=5[C:29]=4[CH2:28][CH2:27][CH2:26]3)[CH:21]=2)(=[O:11])=[O:10])[CH:5]=[CH:6][C:7]=1[Cl:8] |f:6.7.8.9.10.11.12|. Procedure details: To a solution of (R)-4-(3,4-dichlorophenylsulfonyl)-3-(prop-2-ynyl)-3,4-dihydropyrazin-2(1H)-one (345 mg, 1 mmol) and (R)-1-(7-azido-1,2,7,8,9,10-hexahydrobenzo[f]isoquinolin-3(4H)-yl)-2,2,2-trifluoroethanone (324 mg, 1 mmol) in dioxane (3 mL) and t-BuOH (4 mL) was added a solution of copper(2+) sulfate, pentahydrate (249 mg, 1 mmol) in water (0.5 mL), followed by a solution of (+)-sodium 1-ascorbate (198 mg, 1 mmol) in water (0.5 mL). The resulting solution was stirred at room temperature for 1... The reactants are COc1ccc(Br)c(OC)c1, C1CCNC1, CC(C)(C)[O-], Cc1ccccc1, [Na+], O=C(C=Cc1ccccc1)C=Cc1ccccc1, O=C(C=Cc1ccccc1)C=Cc1ccccc1, O=C(C=Cc1ccccc1)C=Cc1ccccc1, O, [Pd], [Pd]. Yields the product COc1ccc(N2CCCC2)c(OC)c1. RXN SMILES: [Br:7][c:8]1[c:9]([O:16][CH3:17])[cH:10][c:11]([O:14][CH3:15])[cH:12][cH:13]1.[CH2:18]1[CH2:19][CH2:20][NH:21][CH2:22]1.[CH3:1][C:2]([CH3:3])([O-:4])[CH3:5].[CH3:23][c:24]1[cH:25][cH:26][cH:27][cH:28][cH:29]1.[Na+:6].[O:33]=[C:34]([CH:35]=[CH:36][c:37]1[cH:38][cH:39][cH:40][cH:41][cH:42]1)[CH:43]=[CH:44][c:45]1[cH:46][cH:47][cH:48][cH:49][cH:50]1.[O:51]=[C:52]([CH:53]=[CH:54][c:55]1[cH:56][cH:57][cH:58][cH:59][cH:60]1)[CH:61]=[CH:62][c:63]1[cH:64][cH:65][cH:66][cH:67][cH:68]1.[O:69]=[C:70]([CH:71]=[CH:72][c:73]1[cH:74][cH:75][cH:76][cH:77][cH:78]1)[CH:79]=[CH:80][c:81]1[cH:82][cH:83][cH:84][cH:85][cH:86]1.[OH2:30].[Pd:31].[Pd:32]>>[c:8]1([N:21]2[CH2:20][CH2:19][CH2:18][CH2:22]2)[c:9]([O:16][CH3:17])[cH:10][c:11]([O:14][CH3:15])[cH:12][cH:13]1.